From a dataset of the Open Reaction Database (ORD), a public repository of structured organic reaction records. describe an organic reaction: reactants, conditions, products, and yield Starting materials: C1CCNC1, O=C(O)c1ccc2c(c1)CCC1C2CCCN1C(=O)c1ccc2[nH]cnc2c1. Yields the product O=C(c1ccc2c(c1)CCC1C2CCCN1C(=O)c1ccc2[nH]cnc2c1)N1CCCC1. As a reaction SMILES: [CH2:29]1[CH2:30][CH2:31][NH:32][CH2:33]1.[nH:1]1[cH:2][n:3][c:4]2[c:5]1[cH:6][cH:7][c:8]([C:10](=[O:11])[N:12]1[CH2:13][CH2:14][CH2:15][CH:16]3[c:17]4[c:18]([cH:22][c:23]([C:26](=[O:27])[OH:28])[cH:24][cH:25]4)[CH2:19][CH2:20][CH:21]13)[cH:9]2>>[nH:1]1[cH:2][n:3][c:4]2[c:5]1[cH:6][cH:7][c:8]([C:10](=[O:11])[N:12]1[CH2:13][CH2:14][CH2:15][CH:16]3[c:17]4[c:18]([cH:22][c:23]([C:26](=[O:27])[N:32]5[CH2:31][CH2:30][CH2:29][CH2:33]5)[cH:24][cH:25]4)[CH2:19][CH2:20][CH:21]13)[cH:9]2. The reactants are C(C)(C)(C)OC(=O)N1CC(N(CC1)C=1C=C2C(=CN(C2=CC1)S(=O)(=O)C1=CC=CC=C1)I)CC1=CC=CC=C1 (4-(1-benzenesulfonyl-3-iodo-1H-indol-5-yl)-3-benzyl-piperazine-1-carboxylic acid tert-butyl ester), C(#N)[Cu] (CuCN), Pd2(dibenzylideneacetone)3. Reagents/catalysts: C1(=CC=CC=C1)P([C-]1C=CC=C1)C1=CC=CC=C1.[C-]1(C=CC=C1)P(C1=CC=CC=C1)C1=CC=CC=C1.[Fe+2] (1,1′-bis(diphenylphosphino)ferrocene). Solvent: O1CCOCC1 (1,4 dioxane). Product: C(C)(C)(C)OC(=O)N1CC(N(CC1)C=1C=C2C(=CN(C2=CC1)S(=O)(=O)C1=CC=CC=C1)C#N)CC1=CC=CC=C1 (4-(1-benzenesulfonyl-3-cyano-1H-indol-5-yl)-3-benzyl-piperazine-1-carboxylic acid tert-butyl ester). The yield is 89.8%. RXN SMILES: [C:1]([O:5][C:6]([N:8]1[CH2:13][CH2:12][N:11]([C:14]2[CH:15]=[C:16]3[C:20](=[CH:21][CH:22]=2)[N:19]([S:23]([C:26]2[CH:31]=[CH:30][CH:29]=[CH:28][CH:27]=2)(=[O:25])=[O:24])[CH:18]=[C:17]3I)[CH:10]([CH2:33][C:34]2[CH:39]=[CH:38][CH:37]=[CH:36][CH:35]=2)[CH2:9]1)=[O:7])([CH3:4])([CH3:3])[CH3:2].[C:40]([Cu])#[N:41]>O1CCOCC1.C1(P(C2C=CC=CC=2)[C-]2C=CC=C2)C=CC=CC=1.[C-]1(P(C2C=CC=CC=2)C2C=CC=CC=2)C=CC=C1.[Fe+2]>[C:1]([O:5][C:6]([N:8]1[CH2:13][CH2:12][N:11]([C:14]2[CH:15]=[C:16]3[C:20](=[CH:21][CH:22]=2)[N:19]([S:23]([C:26]2[CH:31]=[CH:30][CH:29]=[CH:28][CH:27]=2)(=[O:25])=[O:24])[CH:18]=[C:17]3[C:40]#[N:41])[CH:10]([CH2:33][C:34]2[CH:39]=[CH:38][CH:37]=[CH:36][CH:35]=2)[CH2:9]1)=[O:7])([CH3:4])([CH3:3])[CH3:2] |f:3.4.5|. Procedure details: A mixture of 4-(1-benzenesulfonyl-3-iodo-1H-indol-5-yl)-3-benzyl-piperazine-1-carboxylic acid tert-butyl ester (0.23 g, 0.4 mmol), CuCN (0.13 g, 1.4 mmol), Pd2(dibenzylideneacetone)3 (0.017 g, 0.02 mmol), 1,1′-bis(diphenylphosphino)ferrocene (0.040 g, 0.07 mmol) was taken up in 5 mL 1,4 dioxane and warmed to reflux for one hour. The mixture was cooled to room temperature and filtered through a pad of celite. The filter cake was washed with EtOAc and the filtrate was concentrated under reduced pr... Reactants: Cl (hydrochloric acid), C(C)(C)(C)C=1N=C(SC1)C=1OC2=C(C1)C=C(C=C2)CCl (4-tert-butyl-2-(5-chloromethylbenzofuran-2-yl)thiazole), C(C=1C(S)=CC=CC1)(=O)O (thiosalicylic acid), C([O-])([O-])=O.[K+].[K+] (potassium carbonate). Solvent: CN(C=O)C (N,N-dimethylformamide). Conditions: time 1 hour. The product is C(C)(C)(C)C=1N=C(SC1)C=1OC2=C(C1)C=C(C=C2)CSC2=C(C=CC=C2)C(=O)O (4-tert-butyl-2-[5-(2-carboxyphenylthiomethyl)benzofuran-2-yl]thiazole). Isolated yield 52.0%. RXN SMILES: [C:1]([C:5]1[N:6]=[C:7]([C:10]2[O:11][C:12]3[CH:18]=[CH:17][C:16]([CH2:19]Cl)=[CH:15][C:13]=3[CH:14]=2)[S:8][CH:9]=1)([CH3:4])([CH3:3])[CH3:2].[C:21]([OH:30])(=[O:29])[C:22]1[C:23](=[CH:25][CH:26]=[CH:27][CH:28]=1)[SH:24].C(=O)([O-])[O-].[K+].[K+].Cl>CN(C)C=O>[C:1]([C:5]1[N:6]=[C:7]([C:10]2[O:11][C:12]3[CH:18]=[CH:17][C:16]([CH2:19][S:24][C:23]4[CH:25]=[CH:26][CH:27]=[CH:28][C:22]=4[C:21]([OH:30])=[O:29])=[CH:15][C:13]=3[CH:14]=2)[S:8][CH:9]=1)([CH3:4])([CH3:3])[CH3:2] |f:2.3.4|. Reported procedure: To a solution of 4-tert-butyl-2-(5-chloromethylbenzofuran-2-yl)thiazole (0.68 g) and thiosalicylic acid (0.72 g) in N,N-dimethylformamide (5 ml), potassium carbonate (0.78 g) was added dropwise at 100° C. After being stirred for one hour, the reaction mixture was cooled, poured into a mixture of ice and diluted aqueous hydrochloric acid and extracted with ethyl acetate. The organic layer was washed with aqueous sodium hydrogen carbonate solution to remove thiosalicylic acid, dried over magnesium... Solvent: CN(C)C=O (DMF), CN(C)C=O (dmf), CN(C)C=O (DMF). Yields the product CC(C4=CC=CN=C4)OC5=CC=CC(N(C)C)=C5. The reactants are CC(Cl)c1cccnc1, OC1=CC=CC(N(C)C)=C1. The reagents and catalysts are O=C([O-])[O-].[Cs+].[Cs+] (cesium carbonate), [I-].[K+] (potassium iodide). Reaction conditions: temperature 70 celsius, time 16 hour. Reagents/catalysts: [Pd] (palladium on activated carbon). As a reaction SMILES: C([N:8]1[CH:12]=[CH:11][N:10]=[C:9]1[C:13]([O:15][CH2:16][CH3:17])=[O:14])C1C=CC=CC=1.C([O-])=O.[NH4+]>C(O)C.[Pd]>[NH:8]1[CH:12]=[CH:11][N:10]=[C:9]1[C:13]([O:15][CH2:16][CH3:17])=[O:14] |f:1.2|. Run in C(C)O (ethanol). Product: N1C(=NC=C1)C(=O)OCC (Ethyl imidazole-2-carboxylate). Procedure: 34.7 g (150.9 mmol) of ethyl 1-benzyl-1H-imidazole-2-carboxylate are dissolved in 1005 ml of ethanol, and 34 g of ammonium formate are added. The reaction mixture is heated to reflux for about 6 h. Then a total of 8 g of 10% palladium on activated carbon and 18 g of ammonium formate is added in small portions. After cooling, the catalyst is filtered off and the filtrate is concentrated in vacuo. The product which crystallizes out is stirred in 80 ml of ice-water and filtered off with suction. The reactants are C(=O)[O-].[NH4+] (ammonium formate), C(=O)[O-].[NH4+] (ammonium formate), C(C1=CC=CC=C1)N1C(=NC=C1)C(=O)OCC (ethyl 1-benzyl-1H-imidazole-2-carboxylate). The reactants are C(\C=C\C(=O)O)(=O)O (fumaric acid), ClC1=CC(=C(C#N)C=C1)OC1=C(C(=CC=C1)C=O)OCCC (4-Chloro-2-(3-formyl-2-propoxyphenoxy)benzonitrile), CN (methylamine), C(#N)[BH3-].[Na+] (sodium cyanoborohydride). Run in C(C)(=O)O.CO (acetic acid methanol). Yields the product C(\C=C\C(=O)O)(=O)O.ClC1=CC(=C(C#N)C=C1)OC1=C(C(=CC=C1)CNC)OCCC (4-chloro-2-(3-methylaminomethyl-2-propoxyphenoxy)benzonitrile fumarate). The yield is 57.7%. As a reaction SMILES: [Cl:1][C:2]1[CH:9]=[CH:8][C:5]([C:6]#[N:7])=[C:4]([O:10][C:11]2[CH:16]=[CH:15][CH:14]=[C:13]([CH:17]=O)[C:12]=2[O:19][CH2:20][CH2:21][CH3:22])[CH:3]=1.CN.[C:25]([BH3-])#[N:26].[Na+].[C:29]([OH:36])(=[O:35])/[CH:30]=[CH:31]/[C:32]([OH:34])=[O:33]>C(O)(=O)C.CO>[C:29]([OH:36])(=[O:35])/[CH:30]=[CH:31]/[C:32]([OH:34])=[O:33].[Cl:1][C:2]1[CH:9]=[CH:8][C:5]([C:6]#[N:7])=[C:4]([O:10][C:11]2[CH:16]=[CH:15][CH:14]=[C:13]([CH2:17][NH:26][CH3:25])[C:12]=2[O:19][CH2:20][CH2:21][CH3:22])[CH:3]=1 |f:2.3,5.6,7.8|. Procedure details: 4-Chloro-2-(3-formyl-2-propoxyphenoxy)benzonitrile (0.68 g, 2.2 mmol), methylamine (2M in methanol, 3.2 mL, 6.4 mmol) and sodium cyanoborohydride (0.15 g, 2.4 mmol) were stirred at ambient temperature in a 1% acetic acid/methanol solution (70 mL) for 20 h. The solvent was removed in vacuo. The residue was treated with 10% sodium carbonate solution and extracted with ethyl acetate. The ethyl acetate layer was separated and fumaric acid (250 mg, 2.2 mmol) was added. After the solvent was removed i...